From a dataset of the Open Reaction Database (ORD), a public repository of structured organic reaction records. describe an organic reaction: reactants, conditions, products, and yield Solvent: CCOC(=O)C (EtOAc), C1CCOC1 (THF), CN(C)C=O (DMF). Yields the product C(CCC)N1S(C(=C(C1=O)NC=1C=CC2=C(C=C(O2)C(=O)N(C)C)C1)C1=CC=CC=C1)(=O)=O (5-[(2-Butyl-1,1-dioxido-3-oxo-5-phenyl-2,3-dihydroisothiazol-4-yl)amino]-N,N-dimethyl-1-benzofuran-2-carboxamide). RXN SMILES: [CH2:1]([N:5]1[C:9](=[O:10])[C:8]([NH:11][C:12]2[CH:13]=[CH:14][C:15]3[O:19][C:18]([C:20]([OH:22])=O)=[CH:17][C:16]=3[CH:23]=2)=[C:7]([C:24]2[CH:29]=[CH:28][CH:27]=[CH:26][CH:25]=2)[S:6]1(=[O:31])=[O:30])[CH2:2][CH2:3][CH3:4].[CH3:32][NH:33][CH3:34].C(Cl)CCl.C1C=CC2N(O)N=NC=2C=1>C1COCC1.CN(C=O)C.CCOC(C)=O>[CH2:1]([N:5]1[C:9](=[O:10])[C:8]([NH:11][C:12]2[CH:13]=[CH:14][C:15]3[O:19][C:18]([C:20]([N:33]([CH3:34])[CH3:32])=[O:22])=[CH:17][C:16]=3[CH:23]=2)=[C:7]([C:24]2[CH:25]=[CH:26][CH:27]=[CH:28][CH:29]=2)[S:6]1(=[O:31])=[O:30])[CH2:2][CH2:3][CH3:4]. Reported procedure: A mixture of 5-[(2-Butyl-1,1-dioxido-3-oxo-5-phenyl-2,3-dihydroisothiazol-4-yl)amino]-1-benzofuran-2-carboxylic acid (example 51) (0.100 g, 0.227 mmol), dimethylamine in THF (2M, 0.321 ml), EDC (0.132 g, 0.681 mmol), HOBt (0.065 g, 0.249 mmol) and TEA (0.090 ml, 0.681 mmol) in DMF (2 ml) was heated at 70° C. for 18 h. EtOAc was added and the mixture was washed with brine, evaporated and the residue was purified by flash chromatography (Horizons Biotage) using 50-65% EtOAc in hexane as eluent to ... Reactants: C(CCC)N1S(C(=C(C1=O)NC=1C=CC2=C(C=C(O2)C(=O)O)C1)C1=CC=CC=C1)(=O)=O (5-[(2-Butyl-1,1-dioxido-3-oxo-5-phenyl-2,3-dihydroisothiazol-4-yl)amino]-1-benzofuran-2-carboxylic acid), CNC (dimethylamine), C(CCl)Cl (EDC), C=1C=CC2=C(C1)N=NN2O (HOBt), TEA. Run at temperature 70 celsius. Isolated yield 51.0%. The reactants are COC=C1CN2CCC1CC2 (3-methoxy methylidene quinuclidine), Cl(=O)(=O)(=O)O (perchloric acid), Cl.C(C#C)ON (O-2-propynylhydroxylamine hydrochloride). The product is C(C#C)ON=CC1CN2CCC1CC2 (1-azabicyclo-[2,2,2]-octan-3-carboxaldehyde O-2-propynyloxime). The yield is 61.9%. Reaction SMILES: CO[CH:3]=[C:4]1[CH:9]2[CH2:10][CH2:11][N:6]([CH2:7][CH2:8]2)[CH2:5]1.Cl(O)(=O)(=O)=O.Cl.[CH2:18]([O:21][NH2:22])[C:19]#[CH:20]>>[CH2:18]([O:21][N:22]=[CH:3][CH:4]1[CH:9]2[CH2:8][CH2:7][N:6]([CH2:11][CH2:10]2)[CH2:5]1)[C:19]#[CH:20] |f:2.3|. Procedure details: The operation is carried out as in Example 1 using 1.75 g of 3-methoxy methylidene quinuclidine, 3.8 cm3 of perchloric acid and 1.22 g of O-2-propynylhydroxylamine hydrochloride (U.S. Pat. No. 3,398,180 (1968)). After the ethyl ether has been evaporated off, the residue is chromatographed on silica (eluant: chloroform-methanol 7-3) then distilled at 190° C. under 0.05 mbar and 1.35 g of expected product is obtained. The reactants are CI, CC1(C(=O)c2cn(COCC[Si](C)(C)C)c3ncc(-c4cccc(NC5CCCC5)c4)nc23)CCCCC1, [H-], [Na+], CN(C)C=O. Yields the product CN(c1cccc(-c2cnc3c(n2)c(C(=O)C2(C)CCCCC2)cn3COCC[Si](C)(C)C)c1)C1CCCC1. As a reaction SMILES: [CH3:41][I:42].[CH:1]1([NH:6][c:7]2[cH:8][c:9](-[c:13]3[n:14][c:15]4[c:16]([n:17][cH:18]3)[n:19]([CH2:31][O:32][CH2:33][CH2:34][Si:35]([CH3:36])([CH3:37])[CH3:38])[cH:20][c:21]4[C:22](=[O:23])[C:24]3([CH3:30])[CH2:25][CH2:26][CH2:27][CH2:28][CH2:29]3)[cH:10][cH:11][cH:12]2)[CH2:2][CH2:3][CH2:4][CH2:5]1.[H-:39].[Na+:40].[O:43]=[CH:44][N:45]([CH3:46])[CH3:47]>>[CH:1]1([N:6]([c:7]2[cH:8][c:9](-[c:13]3[n:14][c:15]4[c:16]([n:17][cH:18]3)[n:19]([CH2:31][O:32][CH2:33][CH2:34][Si:35]([CH3:36])([CH3:37])[CH3:38])[cH:20][c:21]4[C:22](=[O:23])[C:24]3([CH3:30])[CH2:25][CH2:26][CH2:27][CH2:28][CH2:29]3)[cH:10][cH:11][cH:12]2)[CH3:41])[CH2:2][CH2:3][CH2:4][CH2:5]1. RXN SMILES: [Br:8][c:9]1[cH:10][cH:11][cH:12][c:13]2[cH:14][cH:15][cH:16][cH:17][c:18]12.[CH3:1][O:2][C:3]([C:4](=[O:5])[Cl:6])=[O:7].[Cl:20][CH2:21][Cl:22].[OH2:19]>>[CH3:1][O:2][C:3]([C:4](=[O:5])[c:12]1[cH:11][cH:10][c:9]([Br:8])[c:18]2[c:13]1[cH:14][cH:15][cH:16][cH:17]2)=[O:7]. Product: COC(=O)C(=O)c1ccc(Br)c2ccccc12. The reactants are Brc1cccc2ccccc12, COC(=O)C(=O)Cl, ClCCl, O. Product: FC1=C(C=C(C[C@@H](C(=O)N2C(OC[C@H]2CC2=CC=CC=C2)=O)CCCCNCC2=CC=C(C=C2)F)C=C1C)C ((R)-3-((S)-2-[4-fluoro-3,5-dimethylbenzyl)-6-(4-fluorobenzylamino)-hexanoyl]-4-benzyloxazolidin-2-one). Starting materials: FC1=C(C=C(C[C@H](CCCC=O)C(=O)N2C(OC[C@H]2CC2=CC=CC=C2)=O)C=C1C)C ((S)-5-(4-fluoro-3,5-dimethylbenzyl)-6-((R)-4-benzyl-2-oxooxazolidin-3-yl)-6-oxohexanal), FC1=CC=C(CN)C=C1 (4-fluorobenzyl amine), [BH-](OC(=O)C)(OC(=O)C)OC(=O)C.[Na+] (NaBH(OAc)3). The yield is 61.2%. Procedure: To a solution of (S)-5-(4-fluoro-3,5-dimethylbenzyl)-6-((R)-4-benzyl-2-oxooxazolidin-3-yl)-6-oxohexanal (0.039 g, 0.0917 mmol) and 4-fluorobenzyl amine (0.014 g, 0.110 mmol) in 3 mL of dichloroethane, was added NaBH(OAc)3 (0.027 g, 0.128 mmol). After stirring at room temperature for overnight, the reaction was quenched with 20 mL of saturated NaHCO3 solution and the reaction mixture was extracted with ethyl acetate (20 mL×3). The combined organic extracts were dried (Na2SO4), filtered, and conce... As a reaction SMILES: [F:1][C:2]1[C:29]([CH3:30])=[CH:28][C:5]([CH2:6][C@@H:7]([C:13]([N:15]2[C@H:19]([CH2:20][C:21]3[CH:26]=[CH:25][CH:24]=[CH:23][CH:22]=3)[CH2:18][O:17][C:16]2=[O:27])=[O:14])[CH2:8][CH2:9][CH2:10][CH:11]=O)=[CH:4][C:3]=1[CH3:31].[F:32][C:33]1[CH:40]=[CH:39][C:36]([CH2:37][NH2:38])=[CH:35][CH:34]=1.[BH-](OC(C)=O)(OC(C)=O)OC(C)=O.[Na+]>ClC(Cl)C>[F:1][C:2]1[C:29]([CH3:30])=[CH:28][C:5]([CH2:6][C@H:7]([CH2:8][CH2:9][CH2:10][CH2:11][NH:38][CH2:37][C:36]2[CH:39]=[CH:40][C:33]([F:32])=[CH:34][CH:35]=2)[C:13]([N:15]2[C@H:19]([CH2:20][C:21]3[CH:26]=[CH:25][CH:24]=[CH:23][CH:22]=3)[CH2:18][O:17][C:16]2=[O:27])=[O:14])=[CH:4][C:3]=1[CH3:31] |f:2.3|. Run in ClC(C)Cl (dichloroethane). Run at time 8 hour. Reactants: step-ii, FC=1C=C(CN2N=C(C(=C2C)B2OC(C(O2)(C)C)(C)C)C)C=CC1 (1-(3-fluoro benzyl)-3,5-dimethyl-4-(4,4,5,5-tetramethyl-1,3,2-dioxaborolan-2-yl)-1H-pyrazole), FC=1C=C(CN2N=C(C(=C2C)B2OC(C(O2)(C)C)(C)C)C)C=CC1 (1-(3-fluoro benzyl)-3,5-dimethyl-4-(4,4,5,5-tetramethyl-1,3,2-dioxaborolan-2-yl)-1H-pyrazole), IC1=CN(C2=NC=C(C=C21)C2=CC(=C(C=C2)N2CCN(CC2)C(=O)OC(C)(C)C)OC)S(=O)(=O)C2=CC=C(C)C=C2 (tert-butyl 4-(4-(3-iodo-1-tosyl-1H-pyrrolo[2,3-b]pyridin-5-yl)-2-methoxyphenyl)piperazine-1-carboxylate), IC1=CN(C2=NC=C(C=C21)C2=CC(=C(C=C2)N2CCN(CC2)C(=O)OC(C)(C)C)OC)S(=O)(=O)C2=CC=C(C)C=C2 (tert-butyl 4-(4-(3-iodo-1-tosyl-1H-pyrrolo[2,3-b]pyridin-5-yl)-2-methoxyphenyl)piperazine-1-carboxylate), C([O-])([O-])=O.[Na+].[Na+] (sodium carbonate). The reagents and catalysts are Cl[Pd]([P](C1=CC=CC=C1)(C2=CC=CC=C2)C3=CC=CC=C3)([P](C4=CC=CC=C4)(C5=CC=CC=C5)C6=CC=CC=C6)Cl (Pd(PPh3)2Cl2). The solvent is C1(=CC=CC=C1)C.C(C)O.O (Toluene ethanol water). Yields the product FC=1C=C(CN2N=C(C(=C2C)C2=CN(C3=NC=C(C=C32)C3=CC(=C(C=C3)N3CCN(CC3)C(=O)OC(C)(C)C)OC)S(=O)(=O)C3=CC=C(C)C=C3)C)C=CC1 (tert-butyl 4-(4-(3-(1-(3-fluorobenzyl)-3,5-dimethyl-1H-pyrazol-4-yl)-1-tosyl-1H-pyrrolo[2,3-b]pyridin-5-yl)-2-methoxyphenyl)piperazine-1-carboxylate). Isolated yield 150.8%. RXN SMILES: I[C:2]1[C:10]2[C:5](=[N:6][CH:7]=[C:8]([C:11]3[CH:16]=[CH:15][C:14]([N:17]4[CH2:22][CH2:21][N:20]([C:23]([O:25][C:26]([CH3:29])([CH3:28])[CH3:27])=[O:24])[CH2:19][CH2:18]4)=[C:13]([O:30][CH3:31])[CH:12]=3)[CH:9]=2)[N:4]([S:32]([C:35]2[CH:41]=[CH:40][C:38]([CH3:39])=[CH:37][CH:36]=2)(=[O:34])=[O:33])[CH:3]=1.[F:42][C:43]1[CH:44]=[C:45]([CH:63]=[CH:64][CH:65]=1)[CH2:46][N:47]1[C:51]([CH3:52])=[C:50](B2OC(C)(C)C(C)(C)O2)[C:49]([CH3:62])=[N:48]1.C(=O)([O-])[O-].[Na+].[Na+]>Cl[Pd](Cl)([P](C1C=CC=CC=1)(C1C=CC=CC=1)C1C=CC=CC=1)[P](C1C=CC=CC=1)(C1C=CC=CC=1)C1C=CC=CC=1.C1(C)C=CC=CC=1.C(O)C.O>[F:42][C:43]1[CH:44]=[C:45]([CH:63]=[CH:64][CH:65]=1)[CH2:46][N:47]1[C:51]([CH3:52])=[C:50]([C:2]2[C:10]3[C:5](=[N:6][CH:7]=[C:8]([C:11]4[CH:16]=[CH:15][C:14]([N:17]5[CH2:22][CH2:21][N:20]([C:23]([O:25][C:26]([CH3:29])([CH3:28])[CH3:27])=[O:24])[CH2:19][CH2:18]5)=[C:13]([O:30][CH3:31])[CH:12]=4)[CH:9]=3)[N:4]([S:32]([C:35]3[CH:41]=[CH:40][C:38]([CH3:39])=[CH:37][CH:36]=3)(=[O:34])=[O:33])[CH:3]=2)[C:49]([CH3:62])=[N:48]1 |f:2.3.4,6.7.8,^1:74,93|. Procedure: Using similar reaction conditions as described in step-ii of example-1, tert-butyl 4-(4-(3-iodo-1-tosyl-1H-pyrrolo[2,3-b]pyridin-5-yl)-2-methoxyphenyl)piperazine-1-carboxylate (intermediate 58) (200 mg, 0.3 mmol) was coupled with 1-(3-fluorobenzyl)-3,5-dimethyl-4-(4,4,5,5-tetramethyl-1,3,2-dioxaborolan-2-yl)-1H-pyrazole (intermediate 16) (130 mg, 0.13 mmol) in sodium carbonate (95 mg, 0.9 mmol), Pd(PPh3)2Cl2 (15 mg, 0.015 mmol), Toluene/ethanol/water (10/2/2.5 ml) to give 150 mg (64.65% yield) o... Starting materials: O=C(Nc1nc2cccc(Br)n2n1)c1ccccc1, O=C(Cl)c1ccc(-c2ccccc2)cc1, Nc1nc2cccc(-c3ccoc3)n2n1. Product: O=C(Nc1nc2cccc(-c3ccoc3)n2n1)c1ccc(-c2ccccc2)cc1. RXN SMILES: [Br:1][c:2]1[n:3]2[n:4][c:5]([NH:6][C:7](=[O:8])[c:9]3[cH:10][cH:11][cH:12][cH:13][cH:14]3)[n:15][c:16]2[cH:17][cH:18][cH:19]1.[c:35]1(-[c:44]2[cH:45][cH:46][cH:47][cH:48][cH:49]2)[cH:36][cH:37][c:38]([C:41](=[O:42])[Cl:43])[cH:39][cH:40]1.[o:20]1[cH:21][c:22](-[c:25]2[cH:26][cH:27][cH:28][c:29]3[n:30]2[n:31][c:32]([NH2:34])[n:33]3)[cH:23][cH:24]1>>[o:20]1[cH:21][c:22](-[c:25]2[cH:26][cH:27][cH:28][c:29]3[n:30]2[n:31][c:32]([NH:34][C:41]([c:38]2[cH:37][cH:36][c:35](-[c:44]4[cH:45][cH:46][cH:47][cH:48][cH:49]4)[cH:40][cH:39]2)=[O:42])[n:33]3)[cH:23][cH:24]1. Reactants: CC1(OCCC(C1)N1C(CC1)C(=O)OC)C (methyl 1-(2,2-dimethyltetrahydro-2H-pyran-4-yl)azetidine-2-carboxylate), O.[OH-].[Li+] (lithium hydroxide monohydrate). Product: CC1(OCCC(C1)N1C(CC1)C(=O)[O-])C.[Li+] (lithium 1-(2,2-dimethyltetrahydro-2H-pyran-4-yl)azetidine-2-carboxylate). Isolated yield 72.0%. As a reaction SMILES: [CH3:1][C:2]1([CH3:16])[CH2:7][CH:6]([N:8]2[CH2:11][CH2:10][CH:9]2[C:12]([O:14]C)=[O:13])[CH2:5][CH2:4][O:3]1.O.[OH-].[Li+:19]>>[CH3:1][C:2]1([CH3:16])[CH2:7][CH:6]([N:8]2[CH2:11][CH2:10][CH:9]2[C:12]([O-:14])=[O:13])[CH2:5][CH2:4][O:3]1.[Li+:19] |f:1.2.3,4.5|. Procedure details: The reaction of methyl 1-(2,2-dimethyltetrahydro-2H-pyran-4-yl)azetidine-2-carboxylate 19H and lithium hydroxide monohydrate yielded lithium 1-(2,2-dimethyltetrahydro-2H-pyran-4-yl)azetidine-2-carboxylate as an off-white solid (72%). MS ISP (m/e): 212.1 (100) [(M+H)]+.